Dataset: the Open Reaction Database (ORD), a public repository of structured organic reaction records. Task: describe an organic reaction: reactants, conditions, products, and yield The solvent is C(Cl)Cl (methylene chloride), CO (methanol), CO (methanol). Reactants: O (water), C=O (formaldehyde), CSC=1C=C(C=CC1)N1OC(NC1=O)=O (2-(3-methylthiophenyl)-1,2,4-oxadiazolidin-3,5-dione). Conditions: time 2 hour. Product: CSC=1C=C(C=CC1)N1OC(N(C1=O)CO)=O (2-(3-methylthiophenyl)-4-hydroxymethyl-1,2,4-oxadiazolidin-3,5-dione). Procedure: 2-(3-methylthiophenyl)-1,2,4-oxadiazolidin-3,5-dione (0.05 mole) dissolved in methanol (100 ml) and aqueous formaldehyde (37% conc.; 0.06 mole) are charged into a glass reaction vessel equipped with a mechanical stirrer, thermometer and reflux condenser. The reaction mixture is heated at reflux, with stirring for a period of about 2 hours. After this time the reaction mixture is stripped of methanol and water, leaving a residue. This residue is dissolved in methylene chloride, and the resulting ... RXN SMILES: [CH3:1][S:2][C:3]1[CH:4]=[C:5]([N:9]2[C:13](=[O:14])[NH:12][C:11](=[O:15])[O:10]2)[CH:6]=[CH:7][CH:8]=1.[CH2:16]=[O:17].O>CO.C(Cl)Cl>[CH3:1][S:2][C:3]1[CH:4]=[C:5]([N:9]2[C:13](=[O:14])[N:12]([CH2:16][OH:17])[C:11](=[O:15])[O:10]2)[CH:6]=[CH:7][CH:8]=1. The reactants are C(C1=CC=CC=C1)(C1=CC=CC=C1)(C1=CC=CC=C1)NC=1SC=C(N1)/C(/C(=O)O)=N/OC1OCCCC1 ((Z)-2-(2-tritylaminothiazol-4-yl)-2-tetrahydropyranyloxyiminoacetic acid), NC1[C@@H]2N(C(=C(CS2)\C=C/C=2N=NSC2)C(=O)OCC2=CC=C(C=C2)OC)C1=O (p-methoxybenzyl 7-amino-3-[(Z)-2-(1,2,3-thiadiazol-4-yl)vinyl]-3-cephem-4-carboxylate), C1CCC(CC1)N=C=NC2CCCCC2 (DCC). The solvent is C(Cl)Cl (methylene chloride). Product: C(C1=CC=CC=C1)(C1=CC=CC=C1)(C1=CC=CC=C1)NC=1SC=C(N1)/C(/C(=O)NC1[C@@H]2N(C(=C(CS2)\C=C/C=2N=NSC2)C(=O)OCC2=CC=C(C=C2)OC)C1=O)=N/OC1OCCCC1 (p-methoxybenzyl 7-[(Z)-2-(2-tritylaminothiazol-4-yl)-2-tetrahydropyranyloxyiminoacetamido]-3-[(Z)-2-(1,2,3-thiadiazol-4-yl)vinyl]-3-cephem-4-carboxylate). The yield is 35.5%. Reaction SMILES: [C:1]([NH:20][C:21]1[S:22][CH:23]=[C:24](/[C:26](=[N:30]/[O:31][CH:32]2[CH2:37][CH2:36][CH2:35][CH2:34][O:33]2)/[C:27](O)=[O:28])[N:25]=1)([C:14]1[CH:19]=[CH:18][CH:17]=[CH:16][CH:15]=1)([C:8]1[CH:13]=[CH:12][CH:11]=[CH:10][CH:9]=1)[C:2]1[CH:7]=[CH:6][CH:5]=[CH:4][CH:3]=1.[NH2:38][CH:39]1[C:65](=[O:66])[N:41]2[C:42]([C:53]([O:55][CH2:56][C:57]3[CH:62]=[CH:61][C:60]([O:63][CH3:64])=[CH:59][CH:58]=3)=[O:54])=[C:43](/[CH:46]=[CH:47]\[C:48]3[N:49]=[N:50][S:51][CH:52]=3)[CH2:44][S:45][C@H:40]12.C1CCC(N=C=NC2CCCCC2)CC1>C(Cl)Cl>[C:1]([NH:20][C:21]1[S:22][CH:23]=[C:24](/[C:26](=[N:30]/[O:31][CH:32]2[CH2:37][CH2:36][CH2:35][CH2:34][O:33]2)/[C:27]([NH:38][CH:39]2[C:65](=[O:66])[N:41]3[C:42]([C:53]([O:55][CH2:56][C:57]4[CH:58]=[CH:59][C:60]([O:63][CH3:64])=[CH:61][CH:62]=4)=[O:54])=[C:43](/[CH:46]=[CH:47]\[C:48]4[N:49]=[N:50][S:51][CH:52]=4)[CH2:44][S:45][C@H:40]23)=[O:28])[N:25]=1)([C:8]1[CH:13]=[CH:12][CH:11]=[CH:10][CH:9]=1)([C:2]1[CH:3]=[CH:4][CH:5]=[CH:6][CH:7]=1)[C:14]1[CH:19]=[CH:18][CH:17]=[CH:16][CH:15]=1. Procedure details: (Z)-2-(2-tritylaminothiazol-4-yl)-2-tetrahydropyranyloxyiminoacetic acid (0.39 g, 0.76 mmol) and p-methoxybenzyl 7-amino-3-[(Z)-2-(1,2,3-thiadiazol-4-yl)vinyl]-3-cephem-4-carboxylate (1.33 g, 0.76 mmol) were dissolved in methylene chloride (10 ml) and stirred at room temperature for 12 hours by addition of DCC (0.18 g, 0.87 mmol). Insolubles were filtered and then the filtrate was concentrated under reduced pressure. The residue was purified by column chromatography thereby p-methoxybenzyl 7-[(Z... The reactants are CNCC=1C=NC=CC1 (N-methyl-N-3-pyridylmethylamine), CN=C=S (methyl isothiocyanate). Run in C1(=CC=CC=C1)C (toluene). Run at time 8 hour. Product: CNC(=S)N(CC=1C=NC=CC1)C (N-methyl-N'-methyl-N'-3-pyridylmethylthiourea). The yield is 97.3%. RXN SMILES: [CH3:1][NH:2][CH2:3][C:4]1[CH:5]=[N:6][CH:7]=[CH:8][CH:9]=1.[CH3:10][N:11]=[C:12]=[S:13]>C1(C)C=CC=CC=1>[CH3:10][NH:11][C:12]([N:2]([CH3:1])[CH2:3][C:4]1[CH:5]=[N:6][CH:7]=[CH:8][CH:9]=1)=[S:13]. Procedure details: In 30 ml of toluene was dissolved 2.5 g (0.02 mole) of N-methyl-N-3-pyridylmethylamine followed by addition of 1.5 g (0.02 mole) of methyl isothiocyanate and the mixture was stirred at room temperature overnight. Finally, the solvent was distilled off to give 3.8 g of N-methyl-N'-methyl-N'-3-pyridylmethylthiourea as a yellow viscous oil. This oily product was purified by silica gel column chromatography using HeOH-CHCl3 (1:10) as an eluent to give crystals. The reactants are C[Si](C)(C)N=C=O, CN(C)c1ccncc1, CCN(C(C)C)C(C)C, ClCCl, N#Cc1ccccc1N1CCN(CC(O)Cn2nc(-c3ccc(I)cc3)c3c2CCNC3)CC1, c1ccncc1. Product: N#Cc1ccccc1N1CCN(CC(O)Cn2nc(-c3ccc(I)cc3)c3c2CCN(C(N)=O)C3)CC1. RXN SMILES: [CH3:10][Si:11]([CH3:12])([CH3:13])[N:14]=[C:15]=[O:16].[CH3:51][N:52]([c:53]1[cH:54][cH:55][n:56][cH:57][cH:58]1)[CH3:59].[CH:1]([N:2]([CH:3]([CH3:4])[CH3:5])[CH2:6][CH3:7])([CH3:8])[CH3:9].[Cl:66][CH2:67][Cl:68].[OH:17][CH:18]([CH2:19][N:20]1[CH2:21][CH2:22][N:23]([c:26]2[c:27]([C:28]#[N:29])[cH:30][cH:31][cH:32][cH:33]2)[CH2:24][CH2:25]1)[CH2:34][n:35]1[n:36][c:37](-[c:44]2[cH:45][cH:46][c:47]([I:50])[cH:48][cH:49]2)[c:38]2[c:43]1[CH2:42][CH2:41][NH:40][CH2:39]2.[cH:60]1[cH:61][cH:62][n:63][cH:64][cH:65]1>>[NH2:14][C:15](=[O:16])[N:40]1[CH2:39][c:38]2[c:37](-[c:44]3[cH:45][cH:46][c:47]([I:50])[cH:48][cH:49]3)[n:36][n:35]([CH2:34][CH:18]([OH:17])[CH2:19][N:20]3[CH2:21][CH2:22][N:23]([c:26]4[c:27]([C:28]#[N:29])[cH:30][cH:31][cH:32][cH:33]4)[CH2:24][CH2:25]3)[c:43]2[CH2:42][CH2:41]1. The reactants are [OH-].[Na+] (NaOH), [H-].[Al+3].[Li+].[H-].[H-].[H-] (Lithium aluminum hydride), BrC1=CC=C(C=C1)C=1N=C(SC1)NC1(CCC1)C(=O)OCC (ethyl 1-{[4-(4-bromophenyl)-1,3-thiazol-2-yl]amino}cyclobutane carboxylate), O (water), O (Water). Run in O1CCCC1 (tetrahydrofuran). Reaction conditions: time 3 hour. Yields the product BrC1=CC=C(C=C1)C=1N=C(SC1)NC1(CCC1)CO ((1-{[4-(4-bromophenyl)-1,3-thiazol-2-yl]amino}cyclobutyl)methanol). Isolated yield 54.8%. Reaction SMILES: [H-].[Al+3].[Li+].[H-].[H-].[H-].[Br:7][C:8]1[CH:13]=[CH:12][C:11]([C:14]2[N:15]=[C:16]([NH:19][C:20]3([C:24](OCC)=[O:25])[CH2:23][CH2:22][CH2:21]3)[S:17][CH:18]=2)=[CH:10][CH:9]=1.O.[OH-].[Na+]>O1CCCC1>[Br:7][C:8]1[CH:9]=[CH:10][C:11]([C:14]2[N:15]=[C:16]([NH:19][C:20]3([CH2:24][OH:25])[CH2:23][CH2:22][CH2:21]3)[S:17][CH:18]=2)=[CH:12][CH:13]=1 |f:0.1.2.3.4.5,8.9|. Procedure details: Lithium aluminum hydride (290 mg, 7.6 mmol) was added under nitrogen in portions to a solution of ethyl 1-{[4-(4-bromophenyl)-1,3-thiazol-2-yl]amino}cyclobutane carboxylate (990 mg, 2.6 mmol), prepared in the previous step, in 15 mL of tetrahydrofuran at ice bath temperature. After the addition, the reaction was stirred at ice bath temperature for 3 h. Water (290 μL) was added dropwise, followed by the addition of 290 μL of 15% NaOH and then 870 μL of water. After the addition, the reaction was ... The reactants are C1=NC=CC=2CCCCC12 (5,6,7,8-tetrahydroisoquinoline), C([O-])([O-])=O.[K+].[K+] (potassium carbonate), CS(=O)(=O)OCCSSCCOS(=O)(=O)C (disulfanediyldiethane-2,1-diyl dimethane sulfonate). Solvent: C(C)#N (acetonitrile), C(C)#N (acetonitrile). Reaction conditions: temperature 80 celsius. Yields the product CS(=O)(=O)[O-].CS(=O)(=O)[O-].S(SCC[N+]1=CC=2CCCCC2C=C1)CC[N+]1=CC=2CCCCC2C=C1 (2,2′-(disulfanediyldiethane-2,1-diyl)bis(5,6,7,8-tetrahydroisoquinolinium) dimethane sulfonate). As a reaction SMILES: [CH:1]1[C:10]2[CH2:9][CH2:8][CH2:7][CH2:6][C:5]=2[CH:4]=[CH:3][N:2]=1.C(=O)([O-])[O-].[K+].[K+].[CH3:17][S:18]([O:21][CH2:22][CH2:23][S:24][S:25][CH2:26][CH2:27]OS(C)(=O)=O)(=[O:20])=[O:19]>C(#N)C>[CH3:17][S:18]([O-:21])(=[O:20])=[O:19].[CH3:17][S:18]([O-:21])(=[O:20])=[O:19].[S:25]([CH2:26][CH2:27][N+:2]1[CH:3]=[CH:4][C:5]2[CH2:6][CH2:7][CH2:8][CH2:9][C:10]=2[CH:1]=1)[S:24][CH2:23][CH2:22][N+:2]1[CH:3]=[CH:4][C:5]2[CH2:6][CH2:7][CH2:8][CH2:9][C:10]=2[CH:1]=1 |f:1.2.3,6.7.8|. Procedure details: 3.2 g of 5,6,7,8-tetrahydroisoquinoline and 0.7 g of potassium carbonate were mixed in 3 ml of acetonitrile and brought to 80° C. A solution of 3.4 g of disulfanediyldiethane-2,1-diyl dimethane sulfonate in 3 ml of acetonitrile was added in 10 min. Stirring was maintained for 8 h at 80° C. and then the reaction medium was brought back to ambient temperature, filtered, and concentrated under vacuum. 6 ml of dichloromethane were added and the solution was poured dropwise into 500 ml of ethyl ether...